This data is from the Open Reaction Database (ORD), a public repository of structured organic reaction records. The task is: describe an organic reaction: reactants, conditions, products, and yield As a reaction SMILES: Cl.Cl[CH2:3][C:4]1[CH:9]=[CH:8][CH:7]=[CH:6][N:5]=1.[O-:10][CH2:11][CH3:12].[Na+]>CO>[CH2:11]([O:10][CH2:3][C:4]1[CH:9]=[CH:8][CH:7]=[CH:6][N:5]=1)[CH3:12] |f:0.1,2.3|. Reported procedure: 2-(Chloromethyl)pyridine hydrochloride (16.3 g., 0.1 mole) is dissolved in 100 ml. of methanol. Sodium ethoxide (0.22 mole of sodium dissolved in 150 ml. of ethanol) is added dropwise. The resulting mixture is heated at reflux for 18 hours, then filtered. The filtrate is concentrated. Water and ether are added, the aqueous phase is extracted with ether and the combined ethereal phases are washed with water and saturated aqueous sodium chloride, then dried over magnesium sulfate, concentrated and... Product: C(C)OCC1=NC=CC=C1 (2-(ethoxymethyl)pyridine). The solvent is CO (methanol). The reactants are Cl.ClCC1=NC=CC=C1 (2-(Chloromethyl)pyridine hydrochloride), [O-]CC.[Na+] (Sodium ethoxide). Starting materials: CNC1=NC(=CC=C1[N+](=O)[O-])SC1=CC=CC=C1 (2-methylamino-3-nitro-6-phenylthiopyridine). The reagents and catalysts are [Pd] (palladium-on-charcoal). Solvent: CO (methanol). The product is NC=1C(=NC(=CC1)SC1=CC=CC=C1)NC (3-Amino-2-methylamino-6-phenylthiopyridine). The yield is 83.7%. Reaction SMILES: [CH3:1][NH:2][C:3]1[C:8]([N+:9]([O-])=O)=[CH:7][CH:6]=[C:5]([S:12][C:13]2[CH:18]=[CH:17][CH:16]=[CH:15][CH:14]=2)[N:4]=1>CO.[Pd]>[NH2:9][C:8]1[C:3]([NH:2][CH3:1])=[N:4][C:5]([S:12][C:13]2[CH:18]=[CH:17][CH:16]=[CH:15][CH:14]=2)=[CH:6][CH:7]=1. Procedure details: A procedure similar to that described in Example 6, was repeated, except that 5.40 g of 2-methylamino-3-nitro-6-phenylthiopyridine (prepared as described in Preparation 88) were hydrogenated in 80 ml of methanol in the presence of 1.10 g of 10 % w/w palladium-on-charcoal. After working up the product as described in Example 6, 4.00 g of the title compound having Rf=0.69 (on silica gel thin layer chromatography using ethyl acetate as the developing solvent) were obtained. The reactants are COc1ccc(Oc2ccc([N+](=O)[O-])cc2)c2ccccc12, CCOC(C)=O. Product: COc1ccc(Oc2ccc(N)cc2)c2ccccc12. Reaction SMILES: [CH3:1][O:2][c:3]1[cH:4][cH:5][c:6]([O:13][c:14]2[cH:15][cH:16][c:17]([N+:20]([O-:21])=[O:22])[cH:18][cH:19]2)[c:7]2[cH:8][cH:9][cH:10][cH:11][c:12]12.[CH3:23][CH2:24][O:25][C:26]([CH3:27])=[O:28]>>[CH3:1][O:2][c:3]1[cH:4][cH:5][c:6]([O:13][c:14]2[cH:15][cH:16][c:17]([NH2:20])[cH:18][cH:19]2)[c:7]2[cH:8][cH:9][cH:10][cH:11][c:12]12. Reactants: O=C(CBr)Nc1ccc(Cl)cn1, CCOC(=O)c1cc(C(O[SiH2]C(C)(C)C)(c2ccccc2)c2ccccc2)n[nH]1, CN(C)C=O, O. Yields the product CCOC(=O)c1cc(C(O[SiH2]C(C)(C)C)(c2ccccc2)c2ccccc2)n(CC(=O)Nc2ccc(Cl)cn2)n1. As a reaction SMILES: [Br:30][CH2:31][C:32](=[O:33])[NH:34][c:35]1[n:36][cH:37][c:38]([Cl:41])[cH:39][cH:40]1.[CH2:1]([CH3:2])[O:3][C:4](=[O:5])[c:6]1[nH:7][n:8][c:9]([C:11]([O:12][SiH2:13][C:14]([CH3:15])([CH3:16])[CH3:17])([c:18]2[cH:19][cH:20][cH:21][cH:22][cH:23]2)[c:24]2[cH:25][cH:26][cH:27][cH:28][cH:29]2)[cH:10]1.[O:43]=[CH:44][N:45]([CH3:46])[CH3:47].[OH2:42]>>[CH2:1]([CH3:2])[O:3][C:4](=[O:5])[c:6]1[n:7][n:8]([CH2:31][C:32](=[O:33])[NH:34][c:35]2[n:36][cH:37][c:38]([Cl:41])[cH:39][cH:40]2)[c:9]([C:11]([O:12][SiH2:13][C:14]([CH3:15])([CH3:16])[CH3:17])([c:18]2[cH:19][cH:20][cH:21][cH:22][cH:23]2)[c:24]2[cH:25][cH:26][cH:27][cH:28][cH:29]2)[cH:10]1. Reactants: C(C1=CC=CC=C1)OC(=O)N1CC2=CC(=CC=C2CC1)[N+](=O)[O-] (7-nitro-3,4-dihydro-1H-isoquinoline-2-carboxylic acid benzyl ester), [Sn](Cl)Cl (tin(II) chloride), O.O.[Sn](Cl)Cl (tin(II) chloride dihydrate), [OH-].[Na+] (NaOH), O.O.[Sn](Cl)Cl (tin(II) chloride dihydrate), [OH-].[Na+] (NaOH), ice. Solvent: C(C)(=O)O (acetic acid), Cl (HCl), O (water), O (water), CCOC(=O)C (EtOAc), Cl (HCl). Conditions: time 24 hour. The product is C(C1=CC=CC=C1)OC(=O)N1CC2=CC(=CC=C2CC1)N (7-amino-3,4-dihydro-1H-isoquinoline-2-carboxylic acid benzyl ester). The yield is 111.9%. Reaction SMILES: [CH2:1]([O:8][C:9]([N:11]1[CH2:20][CH2:19][C:18]2[C:13](=[CH:14][C:15]([N+:21]([O-])=O)=[CH:16][CH:17]=2)[CH2:12]1)=[O:10])[C:2]1[CH:7]=[CH:6][CH:5]=[CH:4][CH:3]=1.[Sn](Cl)Cl.O.O.[Sn](Cl)Cl.[OH-].[Na+]>C(O)(=O)C.Cl.O.CCOC(C)=O>[CH2:1]([O:8][C:9]([N:11]1[CH2:20][CH2:19][C:18]2[C:13](=[CH:14][C:15]([NH2:21])=[CH:16][CH:17]=2)[CH2:12]1)=[O:10])[C:2]1[CH:7]=[CH:6][CH:5]=[CH:4][CH:3]=1 |f:2.3.4,5.6|. Procedure details: To a solution of 7-nitro-3,4-dihydro-1H-isoquinoline-2-carboxylic acid benzyl ester (14.70 g, 42.36 mmol) in glacial acetic acid (180 mL), add a solution of tin(II) chloride (25.0 g, 129.21 mmol) and tin(II) chloride dihydrate (19.5 g, 84.72 mmol) as a solution in 10% HCl (71 mL). Stir the resulting solution at room temperature for 24 h. TLC indicates an incomplete reaction. Add more tin(II) chloride dihydrate (49.3 g, 213.95 mmol) followed by 6M HCl (20 mL) and stir the reaction 24 h more at ro... Reactants: C1(CCCCC1)=O (cyclohexanone), [H][H] (hydrogen), C(C)(=O)OC1CCCCC1 (Cyclohexyl acetate). Run in C(C)(=O)O (Acetic acid). Reaction conditions: time 95 minute. Reported procedure: Acetic acid in an amount of 15.1 g. was reacted with 6.1 g. cyclohexanone over the catalyst (0.5 g.) described in Example 1. The reaction started at room temperature (25°C.) in the presence of hydrogen and was stopped after 95 minutes, the temperature reaching a high of 84°C. by application of heat. Cyclohexyl acetate was identified as a reaction product by VPC analysis. This reaction in the presence of Amberlyst-15 resin gives a small amount of 1-acetoxycyclohexene; with conventional platinum-o... Yields the product C(C)(=O)OC1=CCCCC1 (1-acetoxycyclohexene). As a reaction SMILES: C1(=O)CCCCC1.[H][H].[C:10]([O:13][CH:14]1[CH2:19][CH2:18][CH2:17][CH2:16][CH2:15]1)(=[O:12])[CH3:11]>C(O)(=O)C>[C:10]([O:13][C:14]1[CH2:19][CH2:18][CH2:17][CH2:16][CH:15]=1)(=[O:12])[CH3:11]. Starting materials: CO, O=CC1(c2ccc(Cl)cc2)CCC1, O=CC1(c2ccc(Cl)c(Cl)c2)CCC1, [Na+], [Na+], N#C[Na], O, O=S([O-])S(=O)(=O)[O-]. Reaction SMILES: [CH3:41][OH:42].[Cl:18][c:19]1[cH:20][cH:21][c:22]([C:23]2([CH:24]=[O:25])[CH2:26][CH2:27][CH2:28]2)[cH:29][cH:30]1.[Cl:4][c:5]1[cH:6][c:7]([C:12]2([CH:16]=[O:17])[CH2:13][CH2:14][CH2:15]2)[cH:8][cH:9][c:10]1[Cl:11].[Na+:38].[Na+:39].[Na:1][C:2]#[N:3].[OH2:40].[S:31]([S:32]([O-:33])=[O:34])([O-:35])(=[O:36])=[O:37]>>[C:2](#[N:3])[CH:16]([C:12]1([c:7]2[cH:6][c:5]([Cl:4])[c:10]([Cl:11])[cH:9][cH:8]2)[CH2:13][CH2:14][CH2:15]1)[OH:17]. Product: N#CC(O)C1(c2ccc(Cl)c(Cl)c2)CCC1. Starting materials: CN1CCC(Oc2ccc(OCc3ccccc3)cc2)C(c2ccccc2)C1, CCO, [H][H], C1CCOC1. Yields the product CN1CCC(Oc2ccc(O)cc2)C(c2ccccc2)C1. Reaction SMILES: [CH2:1]([c:2]1[cH:3][cH:4][cH:5][cH:6][cH:7]1)[O:8][c:9]1[cH:10][cH:11][c:12]([O:13][CH:14]2[CH:15]([c:21]3[cH:22][cH:23][cH:24][cH:25][cH:26]3)[CH2:16][N:17]([CH3:20])[CH2:18][CH2:19]2)[cH:27][cH:28]1.[CH3:31][CH2:32][OH:33].[H:29][H:30].[O:34]1[CH2:35][CH2:36][CH2:37][CH2:38]1>>[OH:8][c:9]1[cH:10][cH:11][c:12]([O:13][CH:14]2[CH:15]([c:21]3[cH:22][cH:23][cH:24][cH:25][cH:26]3)[CH2:16][N:17]([CH3:20])[CH2:18][CH2:19]2)[cH:27][cH:28]1. Reactants: CN(S(=O)(=O)N1C(=NC=C1)CN(C(C1=CC=C(C=C1)CN[C@@H]1CC[C@H](CC1)NN(CCC)CCC)=O)CC=1N(C=CN1)S(=O)(=O)N(C)C)C (N,N-bis({1-[(dimethylamino)sulfonyl]-1H-imidazol-2-yl}methyl)-4-({[trans-4-(dipropylaminoamino)cyclohexyl]amino}methyl)benzamide), ClC(=O)OC (methyl chloroformate). Yields the product CN(S(=O)(=O)N1C(=NC=C1)CN(C(=O)C1=CC=C(CN(C(OC)=O)[C@@H]2CC[C@H](CC2)NN(CCC)CCC)C=C1)CC=1N(C=CN1)S(=O)(=O)N(C)C)C (Methyl (4-{[bis({1-[(dimethylamino)sulfonyl]-1H-imidazol-2-yl}methyl)amino]carbonyl}benzyl)[trans-4-(dipropylaminoamino)cyclohexyl]carbamate). Yield: 97.2%. Reaction SMILES: [CH3:1][N:2]([CH3:49])[S:3]([N:6]1[CH:10]=[CH:9][N:8]=[C:7]1[CH2:11][N:12]([CH2:37][C:38]1[N:39]([S:43]([N:46]([CH3:48])[CH3:47])(=[O:45])=[O:44])[CH:40]=[CH:41][N:42]=1)[C:13](=[O:36])[C:14]1[CH:19]=[CH:18][C:17]([CH2:20][NH:21][C@H:22]2[CH2:27][CH2:26][C@H:25]([NH:28][N:29]([CH2:33][CH2:34][CH3:35])[CH2:30][CH2:31][CH3:32])[CH2:24][CH2:23]2)=[CH:16][CH:15]=1)(=[O:5])=[O:4].Cl[C:51]([O:53][CH3:54])=[O:52]>>[CH3:47][N:46]([CH3:48])[S:43]([N:39]1[CH:40]=[CH:41][N:42]=[C:38]1[CH2:37][N:12]([CH2:11][C:7]1[N:6]([S:3]([N:2]([CH3:1])[CH3:49])(=[O:5])=[O:4])[CH:10]=[CH:9][N:8]=1)[C:13]([C:14]1[CH:19]=[CH:18][C:17]([CH2:20][N:21]([C@H:22]2[CH2:27][CH2:26][C@H:25]([NH:28][N:29]([CH2:30][CH2:31][CH3:32])[CH2:33][CH2:34][CH3:35])[CH2:24][CH2:23]2)[C:51](=[O:52])[O:53][CH3:54])=[CH:16][CH:15]=1)=[O:36])(=[O:45])=[O:44]. Procedure details: The same operation as in Example 13 was performed, except for using the compound (200 mg) obtained in Example 16 and methyl chloroformate (54 mg), and then the obtained crude product was purified by silica gel chromatography (ethyl acetate:10%-saturated aqueous ammonia-methanol=1:0→85:15) to obtain the title compound (210 mg) having the following physical properties.